From a dataset of the Open Reaction Database (ORD), a public repository of structured organic reaction records. describe an organic reaction: reactants, conditions, products, and yield The reactants are N1CCC(CC1)C1=CN(C2=CC=CC=C12)CC1=CSC=C1 (3-piperidin-4-yl-1-thiophen-3-ylmethyl-1H-indole), C(C)OC(C1=C(C=CC(=C1)CBr)OC)=O (5-bromomethyl-2-methoxy-benzoic acid ethyl ester). The product is COC1=C(C(=O)O)C=C(C=C1)CN1CCC(CC1)C1=CN(C2=CC=CC=C12)CC1=CSC=C1 (2-methoxy-5-[4-(1-thiophen-3-ylmethyl-1H-indol-3-yl)-piperidin-1-ylmethyl]-benzoic acid). RXN SMILES: [NH:1]1[CH2:6][CH2:5][CH:4]([C:7]2[C:15]3[C:10](=[CH:11][CH:12]=[CH:13][CH:14]=3)[N:9]([CH2:16][C:17]3[CH:21]=[CH:20][S:19][CH:18]=3)[CH:8]=2)[CH2:3][CH2:2]1.C([O:24][C:25](=[O:36])[C:26]1[CH:31]=[C:30]([CH2:32]Br)[CH:29]=[CH:28][C:27]=1[O:34][CH3:35])C>>[CH3:35][O:34][C:27]1[CH:28]=[CH:29][C:30]([CH2:32][N:1]2[CH2:6][CH2:5][CH:4]([C:7]3[C:15]4[C:10](=[CH:11][CH:12]=[CH:13][CH:14]=4)[N:9]([CH2:16][C:17]4[CH:21]=[CH:20][S:19][CH:18]=4)[CH:8]=3)[CH2:3][CH2:2]2)=[CH:31][C:26]=1[C:25]([OH:36])=[O:24]. Procedure details: This compound was prepared following the procedure described in example 13 (part D) starting with 0.1 g (0.38 mmol) of 3-piperidin-4-yl-1-thiophen-3-ylmethyl-1H-indole and 0.13 g (0.48 mmol) of 5-bromomethyl-2-methoxy-benzoic acid ethyl ester. The crude mixture was purified by HPLC-MS using a C-18 column, and 0.002 g (94% of purity) of the expected acid were isolated. Starting materials: C(C)(C)(C)OC(=O)N1[C@@H](C[C@@H](C1)SC(C)=O)CN1C(C=2C(C1=O)=CC=CC2)=O ((2S,4S)-1-t-butoxycarbonyl-2-phthalimidomethyl-4-acetylthiopyrrolidine), O.NN (hydrazine hydrate). The solvent is ClCCl (dichloromethane), CO (methanol). Product: C(C)(C)(C)OC(=O)N1[C@@H](C[C@@H](C1)S)CN ((2S,4S)-1-t-butoxycarbonyl-2-aminomethyl-4-mercaptopyrrolidine). Isolated yield 83.2%. RXN SMILES: [C:1]([O:5][C:6]([N:8]1[CH2:12][C@@H:11]([S:13]C(=O)C)[CH2:10][C@H:9]1[CH2:17][N:18]1C(=O)C2=CC=CC=C2C1=O)=[O:7])([CH3:4])([CH3:3])[CH3:2].O.NN>ClCCl.CO>[C:1]([O:5][C:6]([N:8]1[CH2:12][C@@H:11]([SH:13])[CH2:10][C@H:9]1[CH2:17][NH2:18])=[O:7])([CH3:4])([CH3:3])[CH3:2] |f:1.2|. Procedure details: To a solution of (2S,4S)-1-t-butoxycarbonyl-2-phthalimidomethyl-4-acetylthiopyrrolidine (8.58 g) in a mixture of dichloromethane (26 ml) and methanol (129 ml), hydrazine hydrate (4.11 ml) is added. The mixture is heated to reflux for 2 hours and 45 minutes and filtered. The filtrate is concentrated in vacuo. The residue is dissolved in dichloromethane, washed with water, dried over sodium sulfate, and concentrated in vacuo to give crude (2S,4S)-1-t-butoxycarbonyl-2-aminomethyl-4-mercaptopyrrolid... The reactants are FC1=CC=C(C=C1)C1C(C(=CC=2CC(CC(C12)=O)(C)C)N1CCCC1)C(=O)OC (Methyl 1-(4-fluoro-phenyl)-6,6-dimethyl-8-oxo-3-pyrrolidine-1-yl-1,2,5,6,7,8-hexa-hydronaphthalene-2-carboxylate), C(CC(O)(C(=O)O)CC(=O)O)(=O)O (citric acid). Run in sat. solution. Run at temperature 60 celsius, time 16 hour. Yields the product FC1=CC=C(C=C1)C1C(=C(CC=2CC(CC(C12)=O)(C)C)O)C(=O)OC (Methyl 1-(4-fluoro-phenyl)-3-hydroxy-6,6-dimethyl-8-oxo-1,4,5,6,7,8-hexahydro-naphthalene-2-carboxylate). Reaction SMILES: [F:1][C:2]1[CH:7]=[CH:6][C:5]([CH:8]2[C:17]3[C:16](=[O:18])[CH2:15][C:14]([CH3:20])([CH3:19])[CH2:13][C:12]=3[CH:11]=[C:10](N3CCCC3)[CH:9]2[C:26]([O:28][CH3:29])=[O:27])=[CH:4][CH:3]=1.C(O)(=O)CC(CC(O)=O)(C(O)=O)[OH:33]>>[F:1][C:2]1[CH:7]=[CH:6][C:5]([CH:8]2[C:17]3[C:16](=[O:18])[CH2:15][C:14]([CH3:20])([CH3:19])[CH2:13][C:12]=3[CH2:11][C:10]([OH:33])=[C:9]2[C:26]([O:28][CH3:29])=[O:27])=[CH:4][CH:3]=1. Procedure details: A suspension of 13.0 g (32.7 mmol) of the compound of Example XII in 1100 ml of a sat. solution of citric acid is stirred at 60° C. for 16 h. The mixture is allowed to cool and extracted with ethyl acetate (3×600 ml). The combined organic phases are washed with sat. NaCl solution and dried over Na2SO4, giving a yellow residue which is purified by flash filtration over 450 g silica gel 60 using EtOAc/cyclohexane 1:20 to 20:1. The solvent is O1CCCC1 (tetrahydrofuran), O (water), O1CCCC1 (tetrahydrofuran). RXN SMILES: [C:1]([O:5][C:6]([NH:8][C@@H:9]([C:15]([O:17][CH3:18])=[O:16])[CH2:10][C:11]([O:13][CH3:14])=[O:12])=[O:7])([CH3:4])([CH3:3])[CH3:2].C([N-]C(C)C)(C)C.[Li+].C(NC(C)C)(C)C.C([Li])CCC.CCCCCC.[C:45](C1NC=CN=1)(=[O:49])[CH:46]([CH3:48])[CH3:47].[Cl-].[NH4+]>O1CCCC1.O>[C:1]([O:5][C:6]([NH:8][C@@H:9]([C:15]([O:17][CH3:18])=[O:16])[CH:10]([C:45](=[O:49])[CH:46]([CH3:48])[CH3:47])[C:11]([O:13][CH3:14])=[O:12])=[O:7])([CH3:3])([CH3:4])[CH3:2] |f:1.2,4.5,7.8|. Procedure: A solution of 2.61 g (10 m mol) of dimethyl (R)-N-tert-butoxycarbonylaspartate in 10 ml of tetrahydrofuran was added dropwise to a lithium diisopropylamide solution [prepared from 4.62 ml (33 m mol) of diisopropylamine and 21 ml (33 m mol) of butyllithium-hexane solution, in 30 ml of tetrahydrofuran]at -78° C. in a stream of nitrogen, and the mixture was stirred for 10 minutes at -78° C. Then, a solution of 2.76 g (20 m mol) of isobutyrylimidazole in 15 ml of tetrahydrofuran was added dropwise t... Isolated yield 62.5%. The product is C(C)(C)(C)OC(=O)N[C@H](C(C(=O)OC)C(C(C)C)=O)C(=O)OC (dimethyl (R)-N-tert-butoxycarbonyl-3-isobutyrylaspartate). Conditions: temperature -78 celsius, time 10 minute. The reactants are C(C)(C)(C)OC(=O)N[C@H](CC(=O)OC)C(=O)OC (dimethyl (R)-N-tert-butoxycarbonylaspartate), C(C)(C)[N-]C(C)C.[Li+] (lithium diisopropylamide), C(C)(C)NC(C)C (diisopropylamine), C(CCC)[Li].CCCCCC (butyllithium hexane), C(C(C)C)(=O)C=1NC=CN1 (isobutyrylimidazole), [Cl-].[NH4+] (ammonium chloride). Starting materials: P(=O)(Cl)(Cl)Cl (phosphorus oxychloride), C1(=CC=CC=C1)C=1N=CC2=CC=CC=C2C1 (3-Phenylisoquinoline), P(=O)(Cl)(Cl)Cl (phosphorus oxychloride). Solvent: C1(=CC=CC=C1)C (toluene). The product is ClC1=NC(=CC2=CC=CC=C12)C1=CC=CC=C1 (1-chloro-3-phenylisoquinoline). Reaction SMILES: [C:1]1([C:7]2[N:8]=[CH:9][C:10]3[C:15]([CH:16]=2)=[CH:14][CH:13]=[CH:12][CH:11]=3)[CH:6]=[CH:5][CH:4]=[CH:3][CH:2]=1.P(Cl)(Cl)([Cl:19])=O>C1(C)C=CC=CC=1>[Cl:19][C:9]1[C:10]2[C:15](=[CH:14][CH:13]=[CH:12][CH:11]=2)[CH:16]=[C:7]([C:1]2[CH:6]=[CH:5][CH:4]=[CH:3][CH:2]=2)[N:8]=1. Reported procedure: 3-Phenylisoquinoline (5 g) was dissolved in dry toluene (250 ml) and phosphorus oxychloride (16.52 g) was added and the mixture was heated at reflux for 48 hr, more phosphorus oxychloride (4 g) being added after 24 hr. The solvent was removed in vacuo to give 1-chloro-3-phenylisoquinoline as an oil which solidified on standing (4 g), characterised by its nmr spectrum. (A small portion was recrystallised from methanol, m.pt. 75°-77°). Reactants: C(C1=CC=CC=C1)OCC(=O)Cl (benzyloxyacetyl chloride), C1(=CC=CC=C1)[C@H]1[C@@H](CCCC1)O ((-)-(1R,2S)-2-phenyl-1-cyclohexanol), C(C)(C)[Si](C(C)C)(C(C)C)Cl (triisopropylsilyl chloride), N1C=NC=C1 (imidazole). The solvent is CN(C=O)C (dimethylformamide), CCCCC (pentane). Product: OCC(=O)O[C@H]1[C@@H](CCCC1)C1=CC=CC=C1 ((-)-(1R,2S)-2-phenyl-1-cyclohexyl hydroxyacetate). The yield is 95.0%. Reaction SMILES: C([O:8][CH2:9][C:10](Cl)=[O:11])C1C=CC=CC=1.[C:13]1([C@@H:19]2[CH2:24][CH2:23][CH2:22][CH2:21][C@H:20]2[OH:25])[CH:18]=[CH:17][CH:16]=[CH:15][CH:14]=1.C([Si](Cl)(C(C)C)C(C)C)(C)C.N1C=CN=C1>CN(C)C=O.CCCCC>[OH:11][CH2:10][C:9]([O:25][C@@H:20]1[CH2:21][CH2:22][CH2:23][CH2:24][C@H:19]1[C:13]1[CH:18]=[CH:17][CH:16]=[CH:15][CH:14]=1)=[O:8]. Procedure details: To obtain 1c(-), a solution of (-)-(1R,2S)-2-phenyl-1-cyclohexyl hydroxyacetate (851 mg, 3.63 mmol) was prepared through esterification of benzyloxyacetyl chloride with (-)-(1R,2S)-2-phenyl-1-cyclohexanol followed by hydrogenolysis. Then, triisopropylsilyl chloride (840 mg, 4.36 mmol) and imidazole (618 mg, 9.08 mmol) in dimethylformamide (DMF) (1.7 mL) was stirred at room temperature for 12-20 hours. The mixture was poured into pentane (25 mL), and washed with water and brine. The combined orga...